describe an organic reaction: reactants, conditions, products, and yield From a dataset of the Open Reaction Database (ORD), a public repository of structured organic reaction records. Starting materials: C(C1=CC=CC=C1)(C1=CC=CC=C1)(C1=CC=CC=C1)N1CCNCC1 (trityl-piperazine), N1(C(=O)NC(=O)C(C)=C1)CC(=O)O (thymine-1-acetic acid). The product is N1C(=O)NC(=O)C(C)=C1.C(C)(=O)N1CCNCC1 (Thymine 1-acetylpiperazine). Reaction SMILES: [C:1]([N:20]1[CH2:25][CH2:24][NH:23][CH2:22][CH2:21]1)(C1C=CC=CC=1)(C1C=CC=CC=1)[C:2]1C=CC=CC=1.[N:26]1(CC(O)=O)[CH:34]=[C:32]([CH3:33])[C:30](=[O:31])[NH:29][C:27]1=[O:28]>>[NH:26]1[CH:34]=[C:32]([CH3:33])[C:30](=[O:31])[NH:29][C:27]1=[O:28].[C:1]([N:20]1[CH2:25][CH2:24][NH:23][CH2:22][CH2:21]1)(=[O:28])[CH3:2] |f:2.3|. Procedure details: According to the general procedure, the title compound was prepared using PS-trityl-piperazine resin (Novabiochem) and thymine-1-acetic acid (Aldrich): HPLC/MS M+H=253 fnd., (0.29 min, 100%).